From a dataset of the Open Reaction Database (ORD), a public repository of structured organic reaction records. describe an organic reaction: reactants, conditions, products, and yield Starting materials: ClC1=NN2C(C(=N1)N(CC1=CC=C(C=C1)OC)CC)=NC=C2C#N (2-chloro-4-(ethyl(4-methoxybenzyl)amino)imidazo[2,1-f][1,2,4]triazine-7-carbonitrile), NC=1C=C(C#N)C=C(C1Cl)CCCN1CCN(CC1)C (3-amino-4-chloro-5-(3-(4-methylpiperazin-1-yl)propyl)benzonitrile). Product: ClC1=C(C=C(C=C1CCCN1CCN(CC1)C)C#N)NC1=NN2C(C(=N1)N(CC1=CC=C(C=C1)OC)CC)=NC=C2C#N (2-((2-chloro-5-cyano-3-(3-(4-methylpiperazin-1-yl)propyl)phenyl)amino)-4-(ethyl(4-methoxybenzyl)amino)imidazo[2,1-f][1,2,4]triazine-7-carbonitrile). As a reaction SMILES: Cl[C:2]1[N:7]=[C:6]([N:8]([CH2:18][CH3:19])[CH2:9][C:10]2[CH:15]=[CH:14][C:13]([O:16][CH3:17])=[CH:12][CH:11]=2)[C:5]2=[N:20][CH:21]=[C:22]([C:23]#[N:24])[N:4]2[N:3]=1.[NH2:25][C:26]1[CH:27]=[C:28]([CH:31]=[C:32]([CH2:35][CH2:36][CH2:37][N:38]2[CH2:43][CH2:42][N:41]([CH3:44])[CH2:40][CH2:39]2)[C:33]=1[Cl:34])[C:29]#[N:30]>>[Cl:34][C:33]1[C:32]([CH2:35][CH2:36][CH2:37][N:38]2[CH2:39][CH2:40][N:41]([CH3:44])[CH2:42][CH2:43]2)=[CH:31][C:28]([C:29]#[N:30])=[CH:27][C:26]=1[NH:25][C:2]1[N:7]=[C:6]([N:8]([CH2:18][CH3:19])[CH2:9][C:10]2[CH:15]=[CH:14][C:13]([O:16][CH3:17])=[CH:12][CH:11]=2)[C:5]2=[N:20][CH:21]=[C:22]([C:23]#[N:24])[N:4]2[N:3]=1. Procedure details: 2-((2-chloro-5-cyano-3-(3-(4-methylpiperazin-1-yl)propyl)phenyl)amino)-4-(ethyl(4-methoxybenzyl)amino)imidazo[2,1-f][1,2,4]triazine-7-carbonitrile was prepared from 2-chloro-4-(ethyl(4-methoxybenzyl)amino)imidazo[2,1-f][1,2,4]triazine-7-carbonitrile and 3-amino-4-chloro-5-(3-(4-methylpiperazin-1-yl)propyl)benzonitrile using the procedure described in Example 577D. Procedure: The title compound was prepared in an analogous fashion to that described in Example 33 using 6-chloro-N-(4-(chlorodifluoromethoxy)phenyl)-5-(1-(tetrahydro-2H-pyran-2-yl)-1H-pyrazol-5-yl)nicotinamide (Stage 48.2) and tert-butyl 2,6-diazaspiro[3.4]octane-2-carboxylate to afford an off-white powder. UPLC-MS (Condition 3) tR=0.79 min, m/z=475.1 [M+H]+; 1H-NMR (400 MHz, DMSO-d6) δ ppm 2.04 (t, J=6.65 Hz, 2H) 3.14 (d, J=4.69 Hz, 3H) 3.46 (s, 2H) 3.76 (q, J=10.04 Hz, 4H) 6.39 (s, 1H) 7.31 (d, J=8.60 H... As a reaction SMILES: Cl[C:2]1[C:21]([C:22]2[N:26](C3CCCCO3)[N:25]=[CH:24][CH:23]=2)=[CH:20][C:5]([C:6]([NH:8][C:9]2[CH:14]=[CH:13][C:12]([O:15][C:16]([Cl:19])([F:18])[F:17])=[CH:11][CH:10]=2)=[O:7])=[CH:4][N:3]=1.[CH2:33]1[C:36]2([CH2:40][CH2:39][NH:38][CH2:37]2)[CH2:35][N:34]1C(OC(C)(C)C)=O>>[Cl:19][C:16]([F:18])([F:17])[O:15][C:12]1[CH:11]=[CH:10][C:9]([NH:8][C:6](=[O:7])[C:5]2[CH:20]=[C:21]([C:22]3[NH:26][N:25]=[CH:24][CH:23]=3)[C:2]([N:38]3[CH2:39][CH2:40][C:36]4([CH2:33][NH:34][CH2:35]4)[CH2:37]3)=[N:3][CH:4]=2)=[CH:14][CH:13]=1. The reactants are ClC1=NC=C(C(=O)NC2=CC=C(C=C2)OC(F)(F)Cl)C=C1C1=CC=NN1C1OCCCC1 (6-chloro-N-(4-(chlorodifluoromethoxy)phenyl)-5-(1-(tetrahydro-2H-pyran-2-yl)-1H-pyrazol-5-yl)nicotinamide), C1N(CC12CNCC2)C(=O)OC(C)(C)C (tert-butyl 2,6-diazaspiro[3.4]octane-2-carboxylate). Product: ClC(OC1=CC=C(C=C1)NC(C1=CN=C(C(=C1)C1=CC=NN1)N1CC2(CNC2)CC1)=O)(F)F (N-(4-(Chlorodifluoromethoxy)phenyl)-5-(1H-pyrazol-5-yl)-6-(2,6-diazaspiro[3.4]octan-6-yl)nicotinamide).